Dataset: the Open Reaction Database (ORD), a public repository of structured organic reaction records. Task: describe an organic reaction: reactants, conditions, products, and yield Starting materials: CCn1cc(C(N)=O)c2ccc(OC)cc21, COc1ccc(P2(=S)SP(=S)(c3ccc(OC)cc3)S2)cc1, Cc1ccccc1. Yields the product CCn1cc(C(N)=S)c2ccc(OC)cc21. RXN SMILES: [CH2:1]([CH3:2])[n:3]1[cH:4][c:5]([C:14](=[O:15])[NH2:16])[c:6]2[cH:7][cH:8][c:9]([O:12][CH3:13])[cH:10][c:11]12.[CH3:17][O:18][c:19]1[cH:20][cH:21][c:22]([P:23]2(=[S:26])[S:24][P:25]([c:27]3[cH:28][cH:29][c:30]([O:31][CH3:32])[cH:33][cH:34]3)(=[S:35])[S:36]2)[cH:37][cH:38]1.[CH3:39][c:40]1[cH:41][cH:42][cH:43][cH:44][cH:45]1>>[CH2:1]([CH3:2])[n:3]1[cH:4][c:5]([C:14]([NH2:16])=[S:26])[c:6]2[cH:7][cH:8][c:9]([O:12][CH3:13])[cH:10][c:11]12. Starting materials: CC(=O)NC1C(Cl)OC(COC(C)=O)C(OC(C)=O)C1OC(C)=O, CCOC(=O)CCCCCO. Product: CCOC(=O)CCCCCOC1OC(COC(C)=O)C(OC(C)=O)C(OC(C)=O)C1NC(C)=O. Reaction SMILES: [C:1]([CH3:2])(=[O:3])[NH:4][CH:5]1[CH:6]([Cl:24])[O:7][CH:8]([CH2:19][O:20][C:21]([CH3:22])=[O:23])[CH:9]([O:15][C:16]([CH3:17])=[O:18])[CH:10]1[O:11][C:12]([CH3:13])=[O:14].[CH2:25]([CH3:26])[O:27][C:28](=[O:29])[CH2:30][CH2:31][CH2:32][CH2:33][CH2:34][OH:35]>>[C:1]([CH3:2])(=[O:3])[NH:4][CH:5]1[CH:6]([O:35][CH2:34][CH2:33][CH2:32][CH2:31][CH2:30][C:28]([O:27][CH2:25][CH3:26])=[O:29])[O:7][CH:8]([CH2:19][O:20][C:21]([CH3:22])=[O:23])[CH:9]([O:15][C:16]([CH3:17])=[O:18])[CH:10]1[O:11][C:12]([CH3:13])=[O:14]. Reactants: ClC1=NC=CC(=C1)C=1N(C(N(C1)CC1=C(C=CC=C1)C#N)=O)C1=CC=C(C=C1)F (4-(2-chloropyridin-4-yl)-3-(4-fluorophenyl)-1-(2-cyanobenzyl)-4-imidazolin-2-one), C(C)(=O)[O-].[Na+] (sodium acetate), C(C)O (ethanol). Reagents/catalysts: C(C)(=O)[O-].[Pd+2].C(C)(=O)[O-] (palladium acetate), C1(=CC=CC=C1)P([C-]1C=CC=C1)C1=CC=CC=C1.[C-]1(C=CC=C1)P(C1=CC=CC=C1)C1=CC=CC=C1.[Fe+2] (1,1′-bis(diphenylphosphino)ferrocene). Reaction conditions: temperature 80 celsius, time 12 hour. The product is C(C)OC(=O)C1=NC=CC(=C1)C=1N(C(N(C1)CC1=C(C=CC=C1)C#N)=O)C1=CC=C(C=C1)F (4-(2-Ethoxycarbonylpyridin-4-yl)-1-(2-cyanobenzyl)-3-(4-fluorophenyl)-4-imidazolin-2-one). Reaction SMILES: Cl[C:2]1[CH:7]=[C:6]([C:8]2[N:9]([C:23]3[CH:28]=[CH:27][C:26]([F:29])=[CH:25][CH:24]=3)[C:10](=[O:22])[N:11]([CH2:13][C:14]3[CH:19]=[CH:18][CH:17]=[CH:16][C:15]=3[C:20]#[N:21])[CH:12]=2)[CH:5]=[CH:4][N:3]=1.[C:30]([O-:33])(=[O:32])C.[Na+].[CH2:35](O)[CH3:36]>C([O-])(=O)C.[Pd+2].C([O-])(=O)C.C1(P(C2C=CC=CC=2)[C-]2C=CC=C2)C=CC=CC=1.[C-]1(P(C2C=CC=CC=2)C2C=CC=CC=2)C=CC=C1.[Fe+2]>[CH2:35]([O:33][C:30]([C:2]1[CH:7]=[C:6]([C:8]2[N:9]([C:23]3[CH:28]=[CH:27][C:26]([F:29])=[CH:25][CH:24]=3)[C:10](=[O:22])[N:11]([CH2:13][C:14]3[CH:19]=[CH:18][CH:17]=[CH:16][C:15]=3[C:20]#[N:21])[CH:12]=2)[CH:5]=[CH:4][N:3]=1)=[O:32])[CH3:36] |f:1.2,4.5.6,7.8.9|. Procedure: In 20 ml of ethanol were suspended 1 g of 4-(2-chloropyridin-4-yl)-3-(4-fluorophenyl)-1-(2-cyanobenzyl)-4-imidazolin-2-one [Compound of Reference example 1(6)], 55 mg of palladium acetate, 137 mg of 1,1′-bis(diphenylphosphino)ferrocene and 608 mg of sodium acetate, the mixture was stirred under carbon monoxide atmosphere at 80° C. for 12 hours. The reaction mixture was concentrated under reduced pressure, the residue was suspended in ethyl acetate, treated with activated charcoal and then filter... RXN SMILES: [CH2:1]([CH2:2][CH2:3][CH3:4])[C:5]12[CH2:6][c:7]3[cH:8][c:9]([O:20][CH2:21][O:22][CH3:23])[cH:10][cH:11][c:12]3[C:13]1=[C:14]([CH3:19])[C:15](=[O:18])[CH2:16][CH2:17]2.[CH2:36]1[O:37][CH2:38][CH2:39][CH2:40]1.[CH3:25][CH:26]([N-:27][CH:28]([CH3:29])[CH3:30])[CH3:31].[CH3:41][CH2:42][O:43][C:44]([CH3:45])=[O:46].[Cl-:34].[I:32][CH3:33].[Li+:24].[NH4+:35]>>[CH2:1]([CH2:2][CH2:3][CH3:4])[C:5]12[CH2:6][c:7]3[cH:8][c:9]([O:20][CH2:21][O:22][CH3:23])[cH:10][cH:11][c:12]3[C:13]1=[C:14]([CH3:19])[C:15](=[O:18])[CH:16]([CH3:25])[CH2:17]2. Reactants: CCCCC12CCC(=O)C(C)=C1c1ccc(OCOC)cc1C2, C1CCOC1, CC(C)[N-]C(C)C, CCOC(C)=O, [Cl-], CI, [Li+], [NH4+]. Product: CCCCC12Cc3cc(OCOC)ccc3C1=C(C)C(=O)C(C)C2. Starting materials: O=C([O-])[O-], COc1ccc(CCl)cc1, [Cs+], [Cs+], O=[N+]([O-])c1cnc2[nH]nc(I)c2c1, CN(C)C=O, O. Yields the product COc1ccc(Cn2nc(I)c3cc([N+](=O)[O-])cnc32)cc1. As a reaction SMILES: [C:14](=[O:15])([O-:16])[O-:17].[CH3:20][O:21][c:22]1[cH:23][cH:24][c:25]([CH2:26][Cl:27])[cH:28][cH:29]1.[Cs+:18].[Cs+:19].[I:1][c:2]1[n:3][nH:4][c:5]2[n:6][cH:7][c:8]([N+:11](=[O:12])[O-:13])[cH:9][c:10]12.[O:31]=[CH:32][N:33]([CH3:34])[CH3:35].[OH2:30]>>[I:1][c:2]1[n:3][n:4]([CH2:26][c:25]2[cH:24][cH:23][c:22]([O:21][CH3:20])[cH:29][cH:28]2)[c:5]2[n:6][cH:7][c:8]([N+:11](=[O:12])[O-:13])[cH:9][c:10]12. Reactants: O=C1CCC=2C(=CC=CC12)C(=O)O (1-oxo-indan-4-carboxylic acid), Cl.FC1=CC=C(C=C1)NN (4-fluorophenylhydrazine hydrochloride). Product: FC1=CC=2C3=C(NC2C=C1)C=1C=CC=C(C1C3)C(=O)O (8-Fluoro-5,10-dihydro-indeno[1,2-b]indole-1-carboxylic acid). Yield: 9.2%. RXN SMILES: O=[C:2]1[C:10]2[CH:9]=[CH:8][CH:7]=[C:6]([C:11]([OH:13])=[O:12])[C:5]=2[CH2:4][CH2:3]1.Cl.[F:15][C:16]1[CH:21]=[CH:20][C:19]([NH:22]N)=[CH:18][CH:17]=1>>[F:15][C:16]1[CH:21]=[CH:20][C:19]2[NH:22][C:2]3[C:10]4[CH:9]=[CH:8][CH:7]=[C:6]([C:11]([OH:13])=[O:12])[C:5]=4[CH2:4][C:3]=3[C:18]=2[CH:17]=1 |f:1.2|. Procedure: In a manner similar to Example 17, 1-oxo-indan-4-carboxylic acid (1.00 g, 5.68 mmol) and 4-fluorophenylhydrazine hydrochloride (0.923 g, 5.68 mmol) were converted to the title compound (0.140 g, 10%) as an off-white solid: mp>300° C.; 1H NMR (DMSO-d6): δ 3.98 (s, 2H), 6.93 (d of t, 1H), 7.38 (d of d, 1H), 7.44 (d of d, 1H), 7.50 (d, 1H), 7.77-7.80 (m, 2H), 11.72 (s, 1H), 13.43 (s, 1H); MS [EI, m/z]: 267 [M]+.